Dataset: the Open Reaction Database (ORD), a public repository of structured organic reaction records. Task: describe an organic reaction: reactants, conditions, products, and yield Starting materials: CCOC(=O)C (EtOAc), CS(=O)(=O)Cl (Methanesulfonyl chloride), COC(C1=CC=C(C=C1)OCCN)=O (4-(2-amino-ethoxy)-benzoic acid methyl ester), N1=CC=CC=C1 (pyridine). The solvent is C(Cl)Cl (CH2Cl2). Reaction conditions: time 24 hour. Yields the product COC(C1=CC=C(C=C1)OCCNS(=O)(=O)C)=O (4-(2-Methanesulfonylamino-ethoxy)-benzoic Acid Methyl Ester). Yield: 76.4%. RXN SMILES: [CH3:1][S:2](Cl)(=[O:4])=[O:3].[CH3:6][O:7][C:8](=[O:19])[C:9]1[CH:14]=[CH:13][C:12]([O:15][CH2:16][CH2:17][NH2:18])=[CH:11][CH:10]=1.N1C=CC=CC=1.CCOC(C)=O>C(Cl)Cl>[CH3:6][O:7][C:8](=[O:19])[C:9]1[CH:10]=[CH:11][C:12]([O:15][CH2:16][CH2:17][NH:18][S:2]([CH3:1])(=[O:4])=[O:3])=[CH:13][CH:14]=1. Procedure details: Methanesulfonyl chloride (144 mg, 1.27 mmol) was added to a solution of 4-(2-amino-ethoxy)-benzoic acid methyl ester (266 mg, 1.15 mmol) and pyridine (255 mg, 2.52 mmol) in CH2Cl2 (10 mL) at 0° C. The solution was warmed to room temperature and was stirred for 24 h. EtOAc was added and the organic solution was washed with HCl (1N, 2×) followed by brine. The organic solution was dried (Na2SO4), filtered, and concentrated to yield the title compound as a white solid (240 mg). 1H NMR (400 MHz, CDCl... The reactants are COC1=C(C=CC(=C1)OC)C1=NN(C2=C(C=CC=C12)C(F)(F)F)CC(C)C (3-(2,4-dimethoxyphenyl)-1-isobutyl-7-(trifluoromethyl)-1H-indazole), B(Br)(Br)Br (boron tribromide), C1=CCCCC1 (cyclohexene). Yields the product C(C(C)C)N1N=C(C2=CC=CC(=C12)C(F)(F)F)C1=C(C=C(C=C1)O)O (4-[1-isobutyl-7-(trifluoromethyl)-1H-indazol-3-yl]benzene-1,3-diol). Isolated yield 49.5%. Reaction SMILES: C[O:2][C:3]1[CH:8]=[C:7]([O:9]C)[CH:6]=[CH:5][C:4]=1[C:11]1[C:19]2[C:14](=[C:15]([C:20]([F:23])([F:22])[F:21])[CH:16]=[CH:17][CH:18]=2)[N:13]([CH2:24][CH:25]([CH3:27])[CH3:26])[N:12]=1.B(Br)(Br)Br.C1CCCCC=1>>[CH2:24]([N:13]1[C:14]2[C:19](=[CH:18][CH:17]=[CH:16][C:15]=2[C:20]([F:23])([F:22])[F:21])[C:11]([C:4]2[CH:5]=[CH:6][C:7]([OH:9])=[CH:8][C:3]=2[OH:2])=[N:12]1)[CH:25]([CH3:27])[CH3:26]. Reported procedure: Prepared according to Method D step C from 3-(2,4-dimethoxyphenyl)-1-isobutyl-7-(trifluoromethyl)-1H-indazole (0.675 g, 1.2 mmol), boron tribromide (1.01 mL, 10.7 mmol) and 1.0 mL of cyclohexene to give the product (0.208 g) as an off-white solid.